Dataset: the Open Reaction Database (ORD), a public repository of structured organic reaction records. Task: describe an organic reaction: reactants, conditions, products, and yield Starting materials: BrC1C(CC2=CC=CC=C12)=O (1-bromo-2-indanone), C(CCCCCCCCCCCCCCC)S(=O)[O-].[K+] (potassium hexadecylsulphinate). Product: C(CCCCCCCCCCCCCCC)S(=O)(=O)C1C(CC2=CC=CC=C12)=O (1-Hexadecylsulphonyl-2-indanone). Reported procedure: 16.6 g of 1-bromo-2-indanone are added with stirring to a hot solution of 26.0 g of potassium hexadecylsulphinate in 100 ml of ethanol. The mixture is stirred for a further 30 minutes without further heating and then precipitated with 100 ml of water. The resulting precipitate is recrystallised from 200 ml of methanol. Run at time 30 minute. The solvent is C(C)O (ethanol). RXN SMILES: Br[CH:2]1[C:10]2[C:5](=[CH:6][CH:7]=[CH:8][CH:9]=2)[CH2:4][C:3]1=[O:11].[CH2:12]([S:28]([O-:30])=[O:29])[CH2:13][CH2:14][CH2:15][CH2:16][CH2:17][CH2:18][CH2:19][CH2:20][CH2:21][CH2:22][CH2:23][CH2:24][CH2:25][CH2:26][CH3:27].[K+]>C(O)C>[CH2:12]([S:28]([CH:2]1[C:10]2[C:5](=[CH:6][CH:7]=[CH:8][CH:9]=2)[CH2:4][C:3]1=[O:11])(=[O:30])=[O:29])[CH2:13][CH2:14][CH2:15][CH2:16][CH2:17][CH2:18][CH2:19][CH2:20][CH2:21][CH2:22][CH2:23][CH2:24][CH2:25][CH2:26][CH3:27] |f:1.2|. Starting materials: KBrO3, C(C)(C)C=1C=C2C=CC=NC2=C(C1)C=1C=C(C=CC1)OS(=O)(=O)C1=CC=CC=C1 (Benzenesulfonic acid 3-(6-isopropyl-quinolin-8-yl)-phenyl ester), O=[N+]([O-])[O-].[O-][N+]([O-])=O.[O-][N+]([O-])=O.[O-][N+]([O-])=O.[O-][N+]([O-])=O.[O-][N+]([O-])=O.[Ce+4].[NH4+].[NH4+] (CAN). Run in O1CCOCC1.O (dioxane water), [NH4+].[Cl-] (NH4Cl). Reaction conditions: temperature 75 celsius, time 16 hour. Product: OC(C)(C)C=1C=C2C=CC=NC2=C(C1)C=1C=C(C=CC1)OS(=O)(=O)C1=CC=CC=C1 (Benzenesulfonic acid 3-[6-(1-hydroxy-1-methyl-ethyl)-quinolin-8-yl]-phenyl ester). RXN SMILES: [CH:1]([C:4]1[CH:5]=[C:6]2[C:11](=[C:12]([C:14]3[CH:15]=[C:16]([O:20][S:21]([C:24]4[CH:29]=[CH:28][CH:27]=[CH:26][CH:25]=4)(=[O:23])=[O:22])[CH:17]=[CH:18][CH:19]=3)[CH:13]=1)[N:10]=[CH:9][CH:8]=[CH:7]2)([CH3:3])[CH3:2].[O:30]=[N+]([O-])[O-].[O-][N+](=O)[O-].[O-][N+](=O)[O-].[O-][N+](=O)[O-].[O-][N+](=O)[O-].[O-][N+](=O)[O-].[Ce+4].[NH4+].[NH4+]>O1CCOCC1.O.[NH4+].[Cl-]>[OH:30][C:1]([C:4]1[CH:5]=[C:6]2[C:11](=[C:12]([C:14]3[CH:15]=[C:16]([O:20][S:21]([C:24]4[CH:29]=[CH:28][CH:27]=[CH:26][CH:25]=4)(=[O:23])=[O:22])[CH:17]=[CH:18][CH:19]=3)[CH:13]=1)[N:10]=[CH:9][CH:8]=[CH:7]2)([CH3:3])[CH3:2] |f:1.2.3.4.5.6.7.8.9,10.11,12.13|. Procedure details: To solution of KBrO3 (1.1 eq) in 5 mL of dioxane/water (3/2; 0.14M) was added the quinoline of EXAMPLE 25 (1.0 eq) and CAN (0.1 eq). The mixture was stirred at 75° C. for 16 h, poured in saturated aqueous NH4Cl and extracted with CH2Cl2 (2×). The combined organic extracts were dried over MgSO4, filtered and concentrated. Flash chromatography (Hex:EtOAc; 1:1) afforded the title compound as a white solid. Starting materials: O (water), [N+](=O)([O-])C1=C(CBr)C=CC=C1 (2-nitrobenzyl bromide), Cl.COC(CN)=O (glycine methyl ester hydrochloride), CCN(C(C)C)C(C)C (DIPEA). The solvent is CN(C)C=O (DMF). Product: COC(CNCC1=C(C=CC=C1)[N+](=O)[O-])=O ((2-nitro-benzylamino)-acetic acid methyl ester). Isolated yield 73.7%. RXN SMILES: [N+:1]([C:4]1[CH:11]=[CH:10][CH:9]=[CH:8][C:5]=1[CH2:6]Br)([O-:3])=[O:2].Cl.[CH3:13][O:14][C:15](=[O:18])[CH2:16][NH2:17].CCN(C(C)C)C(C)C.O>CN(C=O)C>[CH3:13][O:14][C:15](=[O:18])[CH2:16][NH:17][CH2:6][C:5]1[CH:8]=[CH:9][CH:10]=[CH:11][C:4]=1[N+:1]([O-:3])=[O:2] |f:1.2|. Reported procedure: To a solution of 2-nitrobenzyl bromide (1.0 g, 4.63 mmol) and glycine methyl ester hydrochloride (868 mg, 6.94 mmol) in dry DMF (10 mL), was added DIPEA (2.42 mL, 13.89 mmol) under nitrogen atmosphere. The reaction mixture was stirred at. r.t. overnight. After completion of the reaction as confirmed by TLC, water (50 mL) was added to the reaction mixture. The crude product was extracted with ethyl acetate (20 mL). The aqueous layer was washed with ethyl acetate (2×10 mL), The combined organic ex... Yields the product Clc1nc(-c2cc3ccccc3s2)nc2ncccc12. Reactants: ClC(Cl)Cl, CN(C)C=O, O=S(Cl)Cl, Oc1nc(-c2cc3ccccc3s2)nc2ncccc12. As a reaction SMILES: [CH:30]([Cl:31])([Cl:32])[Cl:33].[O:25]=[CH:26][N:27]([CH3:28])[CH3:29].[S:21]([Cl:22])([Cl:23])=[O:24].[s:1]1[c:2](-[c:10]2[n:11][c:12]([OH:20])[c:13]3[c:14]([n:15]2)[n:16][cH:17][cH:18][cH:19]3)[cH:3][c:4]2[c:5]1[cH:6][cH:7][cH:8][cH:9]2>>[s:1]1[c:2](-[c:10]2[n:11][c:12]([Cl:23])[c:13]3[c:14]([n:15]2)[n:16][cH:17][cH:18][cH:19]3)[cH:3][c:4]2[c:5]1[cH:6][cH:7][cH:8][cH:9]2. Starting materials: [Li]CCCC, COCOCc1cc(-c2ccc(C(F)(F)F)cc2)on1, CN(C)C=O, C1CCOC1, O. Yields the product COCOCc1noc(-c2ccc(C(F)(F)F)cc2)c1C=O. Reaction SMILES: [CH2:26]([Li:27])[CH2:28][CH2:29][CH3:30].[CH3:1][O:2][CH2:3][O:4][CH2:5][c:6]1[n:7][o:8][c:9](-[c:11]2[cH:12][cH:13][c:14]([C:17]([F:18])([F:19])[F:20])[cH:15][cH:16]2)[cH:10]1.[CH3:31][N:32]([CH3:33])[CH:34]=[O:35].[O:21]1[CH2:22][CH2:25][CH2:24][CH2:23]1.[OH2:36]>>[CH3:1][O:2][CH2:3][O:4][CH2:5][c:6]1[n:7][o:8][c:9](-[c:11]2[cH:12][cH:13][c:14]([C:17]([F:18])([F:19])[F:20])[cH:15][cH:16]2)[c:10]1[CH:22]=[O:21]. The reactants are CC(=O)O, CC1=C(C)C(C)C(c2ccccc2C=O)=C1C, Cc1cc(C)c(N)c(C)c1, CCO. Product: CC1=C(C)C(C)C(c2ccccc2C=Nc2c(C)cc(C)cc2C)=C1C. Reaction SMILES: [CH3:18][C:19](=[O:20])[OH:21].[CH3:1][C:2]1=[C:3]([c:10]2[c:11]([CH:12]=[O:13])[cH:14][cH:15][cH:16][cH:17]2)[CH:4]([CH3:9])[C:5]([CH3:8])=[C:6]1[CH3:7].[CH3:22][c:23]1[c:24]([NH2:25])[c:26]([CH3:31])[cH:27][c:28]([CH3:30])[cH:29]1.[CH3:32][CH2:33][OH:34]>>[CH3:1][C:2]1=[C:3]([c:10]2[c:11]([CH:12]=[N:25][c:24]3[c:23]([CH3:22])[cH:29][c:28]([CH3:30])[cH:27][c:26]3[CH3:31])[cH:14][cH:15][cH:16][cH:17]2)[CH:4]([CH3:9])[C:5]([CH3:8])=[C:6]1[CH3:7].